This data is from the Open Reaction Database (ORD), a public repository of structured organic reaction records. The task is: describe an organic reaction: reactants, conditions, products, and yield The reactants are N1CCOCCOCCOCCOCCOCCOCC1 (1-aza-4,7,10,13,16,19-hexaoxacycloheneicosane), C12(CC3CC(CC(C1)C3)C2)CC(=O)Cl ((1-adamantyl)acetyl chloride). The product is C12(CC3CC(CC(C1)C3)C2)CC(=O)N2CCOCCOCCOCCOCCOCCOCC2 (1-((1-Adamantyl)acetyl)-1-aza-4,7,10,13,16,19-hexaoxacycloheneicosane). Reaction SMILES: [NH:1]1[CH2:21][CH2:20][O:19][CH2:18][CH2:17][O:16][CH2:15][CH2:14][O:13][CH2:12][CH2:11][O:10][CH2:9][CH2:8][O:7][CH2:6][CH2:5][O:4][CH2:3][CH2:2]1.[C:22]12([CH2:32][C:33](Cl)=[O:34])[CH2:31][CH:26]3[CH2:27][CH:28]([CH2:30][CH:24]([CH2:25]3)[CH2:23]1)[CH2:29]2>>[C:22]12([CH2:32][C:33]([N:1]3[CH2:21][CH2:20][O:19][CH2:18][CH2:17][O:16][CH2:15][CH2:14][O:13][CH2:12][CH2:11][O:10][CH2:9][CH2:8][O:7][CH2:6][CH2:5][O:4][CH2:3][CH2:2]3)=[O:34])[CH2:29][CH:28]3[CH2:27][CH:26]([CH2:25][CH:24]([CH2:30]3)[CH2:23]1)[CH2:31]2. Reported procedure: Analogously to Example 14 from 1-aza-4,7,10,13,16,19-hexaoxacycloheneicosane and (1-adamantyl)acetyl chloride. Reactants: CCN(C(C)C)C(C)C (DIEA), C(C)(C)(C)C1=CC=C(N)C=C1 (4-tert-butylaniline), N1=C(C=CC=C1)C1=CC=C(C(=O)O)C=C1 (4-(2-pyridinyl)benzoic Acid). Solvent: O=S(Cl)Cl (SOCl2). Run at time 8 hour. Product: C(C)(C)(C)C1=CC=C(C=C1)NC(C1=CC=C(C=C1)C1=NC=CC=C1)=O (N-(4-tert-butylphenyl)-4-(2-pyridinyl)benzamide). As a reaction SMILES: [N:1]1[CH:6]=[CH:5][CH:4]=[CH:3][C:2]=1[C:7]1[CH:15]=[CH:14][C:10]([C:11]([OH:13])=O)=[CH:9][CH:8]=1.CCN(C(C)C)C(C)C.[C:25]([C:29]1[CH:35]=[CH:34][C:32]([NH2:33])=[CH:31][CH:30]=1)([CH3:28])([CH3:27])[CH3:26]>O=S(Cl)Cl>[C:25]([C:29]1[CH:30]=[CH:31][C:32]([NH:33][C:11](=[O:13])[C:10]2[CH:9]=[CH:8][C:7]([C:2]3[CH:3]=[CH:4][CH:5]=[CH:6][N:1]=3)=[CH:15][CH:14]=2)=[CH:34][CH:35]=1)([CH3:28])([CH3:26])[CH3:27]. Reported procedure: The product from Example 1A (570 mg, 2.86 mmol) in SOCl2 (10 mL) was refluxed for 1 hour. The solution was allowed to cool to room temperature and SOCl2 was removed under reduced pressure. The residue was taken up in tetrahydrofuran (10 mL) and treated with DIEA (2.5 mL, 14.4 mmol, 5 eq) and 4-tert-butylaniline (0.41 mL, 2.57 mmol). After stirring overnight at room temperature, the tetrahydrofuran was removed under reduced pressure and replaced with ethyl acetate (20 mL). The ethyl acetate was w... Reactants: CN(C1(CCC(CC1)(O)CCCC1=C(NC2=CC=C(C=C12)F)[Si](CC)(CC)CC)C1=CC=CC=C1)C (4-dimethylamino-1-[3-(5-fluoro-2-triethylsilanyl-1H-indol-3-yl)propyl]-4-phenylcyclohexanol), O.O.O.[F-].C(CCC)[N+](CCCC)(CCCC)CCCC (tetra-n-butyl ammonium fluoride trihydrate). Run in O1CCCC1 (tetrahydrofuran). Run at time 6 hour. Product: CN(C1(CCC(CC1)(O)CCCC1=CNC2=CC=C(C=C12)F)C1=CC=CC=C1)C (4-dimethylamino-1-[3-(5-fluoro-1H-indol-3-yl)propyl]-4-phenylcyclohexanol). As a reaction SMILES: [CH3:1][N:2]([CH3:36])[C:3]1([C:30]2[CH:35]=[CH:34][CH:33]=[CH:32][CH:31]=2)[CH2:8][CH2:7][C:6]([CH2:10][CH2:11][CH2:12][C:13]2[C:21]3[C:16](=[CH:17][CH:18]=[C:19]([F:22])[CH:20]=3)[NH:15][C:14]=2[Si](CC)(CC)CC)([OH:9])[CH2:5][CH2:4]1.O.O.O.[F-].C([N+](CCCC)(CCCC)CCCC)CCC>O1CCCC1>[CH3:36][N:2]([CH3:1])[C:3]1([C:30]2[CH:35]=[CH:34][CH:33]=[CH:32][CH:31]=2)[CH2:8][CH2:7][C:6]([CH2:10][CH2:11][CH2:12][C:13]2[C:21]3[C:16](=[CH:17][CH:18]=[C:19]([F:22])[CH:20]=3)[NH:15][CH:14]=2)([OH:9])[CH2:5][CH2:4]1 |f:1.2.3.4.5|. Procedure: A solution of 4-dimethylamino-1-[3-(5-fluoro-2-triethylsilanyl-1H-indol-3-yl)propyl]-4-phenylcyclohexanol (350 mg, 0.69 mmol) in absolute tetrahydrofuran (25 mL) was mixed with tetra-n-butyl ammonium fluoride trihydrate (868 mg, 2.8 mmol)), stirred 6 h with reflux, then stirred overnight at room temperature. The reaction mixture was then concentrated to low volume in a vacuum and the residue was purified by means of flash chromatography (18 g, 20×2.0 cm) with ethyl acetate/methanol (9:1). The reactants are FC1=C(C=O)C=C(C=C1)F (2,5-difluorobenzaldehyde), O1CCCC1 (tetrahydrofuran), BrC=1SC=CN1 (2-bromothiazole), C(CCC)[Li] (n-butyl lithium). Run in CCCCCC (hexane). Conditions: temperature 0 celsius, time 10 minute. The product is FC1=C(C=C(C=C1)F)C(C=1SC=CN1)O (2-[(2,5-Difluorophenyl)-hydroxymethyl]thiazole). Reaction SMILES: O1CCCC1.Br[C:7]1[S:8][CH:9]=[CH:10][N:11]=1.C([Li])CCC.[F:17][C:18]1[CH:25]=[CH:24][C:23]([F:26])=[CH:22][C:19]=1[CH:20]=[O:21]>CCCCCC>[F:17][C:18]1[CH:25]=[CH:24][C:23]([F:26])=[CH:22][C:19]=1[CH:20]([OH:21])[C:7]1[S:8][CH:9]=[CH:10][N:11]=1. Procedure: To a tetrahydrofuran (10 ml) solution of 2-bromothiazole (180 μg, 2 mmol) was added dropwise a hexane solution of n-butyl lithium (1.57M, 1.40 ml, 2.2 mmol) at −78° C. After stirring for 10 minutes, 2,5-difluorobenzaldehyde (238 μl, 2.2 mmol) was added and while stirring, the temperature of the mixture was gradually raised to 0° C. The reaction was then quenched by the addition of an aqueous solution of ammonium chloride, followed by the addition of ether. The ether layer was washed with water a... Starting materials: C(C)(C)(C)OC(=O)N1CC(C1)C(C)NS(=O)C(C)(C)C (3-[1-(2-methyl-propane-2-sulfinylamino)-ethyl]-azetidine-1-carboxylic acid tert-butyl ester), Cl (HCl), O1CCOCC1 (dioxane). Run in CO (MeOH). Reaction conditions: temperature 0 celsius, time 1 hour. Yields the product C(C)(C)(C)OC(=O)N1CC(C1)C(C)N (3-(1-amino-ethyl)-azetidine-1-carboxylic acid tert-butyl ester). As a reaction SMILES: [C:1]([O:5][C:6]([N:8]1[CH2:11][CH:10]([CH:12]([NH:14]S(C(C)(C)C)=O)[CH3:13])[CH2:9]1)=[O:7])([CH3:4])([CH3:3])[CH3:2].Cl.O1CCOCC1>CO>[C:1]([O:5][C:6]([N:8]1[CH2:11][CH:10]([CH:12]([NH2:14])[CH3:13])[CH2:9]1)=[O:7])([CH3:4])([CH3:3])[CH3:2]. Procedure: To a solution 3-[1-(2-methyl-propane-2-sulfinylamino)-ethyl]-azetidine-1-carboxylic acid tert-butyl ester (crude from step 2, 264 mg, 0.87 mmol) in MeOH at 0° C. was added 4.0 M HCl in dioxane (0.28 mL, 1.13 mmol) dropwise. The reaction mixture was stirred at 0° C. for 1 h then quenched with saturated aqueous NaHCO3, diluted with water and extracted with CH2Cl2 (3×). The combined organics were dried over MgSO4 and concentrated to afford 3-(1-amino-ethyl)-azetidine-1-carboxylic acid tert-butyl es... Starting materials: ClC=1C(=NN(C1C(F)(F)F)C)C1=C(C=C(C(=C1)[N+](=O)[O-])F)F (4-chloro-3-(2,4-difluoro-5-nitrophenyl)-1-methyl-5-(trifluoro-methyl)-1H-pyrazole). The reagents and catalysts are [Fe] (iron). Solvent: C(C)(=O)O (acetic acid). Conditions: temperature 80 celsius, time 30 minute. The product is ClC=1C(=NN(C1C(F)(F)F)C)C=1C(=CC(=C(C1)N)F)F (5-(4-chloro-1-methyl-5-(trifluoromethyl)-1H-pyrazol-3-yl)-2,4-difluorobenzenamine). The yield is 78.9%. RXN SMILES: [Cl:1][C:2]1[C:3]([C:12]2[CH:17]=[C:16]([N+:18]([O-])=O)[C:15]([F:21])=[CH:14][C:13]=2[F:22])=[N:4][N:5]([CH3:11])[C:6]=1[C:7]([F:10])([F:9])[F:8]>C(O)(=O)C.[Fe]>[Cl:1][C:2]1[C:3]([C:12]2[C:13]([F:22])=[CH:14][C:15]([F:21])=[C:16]([NH2:18])[CH:17]=2)=[N:4][N:5]([CH3:11])[C:6]=1[C:7]([F:9])([F:8])[F:10]. Procedure details: A solution of 3.4 g (0.01 mole) 4-chloro-3-(2,4-difluoro-5-nitrophenyl)-1-methyl-5-(trifluoro-methyl)-1H-pyrazole in 50 mL acetic acid was heated to 80° C. under a nitrogen atmosphere. The heat and nitrogen were removed and 1.7 g (0.03 mole) iron powder was added in 3 portions over 5 min. The solution was stirred at 80° C. for an additional 30 min. The solution was cooled and filtered through Celite®. The filtrate was diluted with 100 mL water and extracted three times with ethyl acetate. The et... The reactants are [O-][Si](=O)[O-].[Na+].[Na+] (sodium metasilicate), S(O)(O)(=O)=O (sulfuric acid). Solvent: O (water). The product is S(=O)(=O)(O)O (dihydrogen sulfate), S(=O)(=O)(O)[O-].[Na+] (sodium hydrogen sulfate). Reaction SMILES: [O-][Si]([O-])=O.[Na+:5].[Na+].[S:7](=[O:11])(=[O:10])([OH:9])[OH:8]>O>[S:7]([OH:11])([OH:10])(=[O:9])=[O:8].[S:7]([O-:11])([OH:10])(=[O:9])=[O:8].[Na+:5] |f:0.1.2,6.7|. Procedure: The chemical reaction involved in the above steps to produce monosilanal is complicated. When the first half of the sodium metasilicate is added to the concentrated sulfuric acid, it reacts with the acid to form silico-dihydrogen sulfate [SiO.(HSO4)2 ], sodium hydrogen sulfate and water. With the addition of the remaining sodium metasilicate it reacts with the silico-dihydrogen sulfate and sulfuric acid to form silico-formic acid and sodium hydrogen sulfate. Oxygen is evolved from the mixture in... The reactants are C(C(C)C)C=1C2=C(N=C(N1)S(=O)(=O)C)OC(=N2)C2=CC(=C(OCC(=O)OC(C)(C)C)C(=C2)C)C (tert-butyl [4-(7-isobutyl-5-methanesulfonyloxazolo[5,4-d]pyrimidin-2-yl)-2,6-dimethylphenoxy]acetate), ClC=1C=C(C=CC1)O (3-chlorophenol). Product: ClC=1C=C(OC=2N=C(C3=C(N2)OC(=N3)C3=CC(=C(OCC(=O)OC(C)(C)C)C(=C3)C)C)CC(C)C)C=CC1 (tert-Butyl {4-[5-(3-chlorophenoxy)-7-isobutyloxazolo[5,4-d]pyrimidin-2-yl]-2,6-dimethylphenoxy}acetate). Isolated yield 100.0%. Reaction SMILES: [CH2:1]([C:5]1[C:6]2[N:17]=[C:16]([C:18]3[CH:32]=[C:31]([CH3:33])[C:21]([O:22][CH2:23][C:24]([O:26][C:27]([CH3:30])([CH3:29])[CH3:28])=[O:25])=[C:20]([CH3:34])[CH:19]=3)[O:15][C:7]=2[N:8]=[C:9](S(C)(=O)=O)[N:10]=1)[CH:2]([CH3:4])[CH3:3].[Cl:35][C:36]1[CH:37]=[C:38]([OH:42])[CH:39]=[CH:40][CH:41]=1>>[Cl:35][C:36]1[CH:37]=[C:38]([CH:39]=[CH:40][CH:41]=1)[O:42][C:9]1[N:10]=[C:5]([CH2:1][CH:2]([CH3:4])[CH3:3])[C:6]2[N:17]=[C:16]([C:18]3[CH:32]=[C:31]([CH3:33])[C:21]([O:22][CH2:23][C:24]([O:26][C:27]([CH3:30])([CH3:29])[CH3:28])=[O:25])=[C:20]([CH3:34])[CH:19]=3)[O:15][C:7]=2[N:8]=1. Procedure: Analogously to example 1 (i), the reaction of 60 mg of tert-butyl [4-(7-isobutyl-5-methanesulfonyloxazolo[5,4-d]pyrimidin-2-yl)-2,6-dimethylphenoxy]acetate with 3-chlorophenol gave 65 mg (100%) of the title compound. Reaction SMILES: [NH2:1][C:2]([NH2:24])=[N:3][C:4](=[O:23])[C:5]1[CH:10]=[C:9]([S:11]([CH3:14])(=[O:13])=[O:12])[C:8]([N:15]2[CH2:20][CH2:19][CH2:18][CH2:17][CH2:16]2)=[CH:7][C:6]=1[CH2:21][CH3:22].[ClH:25]>O>[ClH:25].[NH2:24][C:2]([NH2:1])=[N:3][C:4](=[O:23])[C:5]1[CH:10]=[C:9]([S:11]([CH3:14])(=[O:13])=[O:12])[C:8]([N:15]2[CH2:20][CH2:19][CH2:18][CH2:17][CH2:16]2)=[CH:7][C:6]=1[CH2:21][CH3:22] |f:3.4|. Procedure: 4 g of N-diaminomethylene-2-ethyl-4-piperidino-5-methylsulfonylbenzamide [obtainable according to Example 1] are suspended in 100 ml of water, dissolved with the stoichiometric quantity of 1-molar aqueous HCl solution and then freeze-dried to give N-diaminomethylene-2-ethyl-4-piperidino-5-methylsulfonylbenzamide, hydrochloride, m.p.>250°. Run in O (water). Starting materials: NC(=NC(C1=C(C=C(C(=C1)S(=O)(=O)C)N1CCCCC1)CC)=O)N (N-diaminomethylene-2-ethyl-4-piperidino-5-methylsulfonylbenzamide), Cl (HCl). The product is Cl.NC(=NC(C1=C(C=C(C(=C1)S(=O)(=O)C)N1CCCCC1)CC)=O)N (N-diaminomethylene-2-ethyl-4-piperidino-5-methylsulfonylbenzamide, hydrochloride).